Dataset: the Open Reaction Database (ORD), a public repository of structured organic reaction records. Task: describe an organic reaction: reactants, conditions, products, and yield Reactants: BrC1=CC(=C(C=C1)C(C)=O)Cl (1-(4-bromo-2-chlorophenyl)ethanone), N (ammonia), O (Water), [BH4-].[Na+] (sodium borohydride). The reagents and catalysts are CC([O-])C.[Ti+4].CC([O-])C.CC([O-])C.CC([O-])C (titanium (iv) isopropoxide). Run in CO (methanol), CO (MeOH). Reaction conditions: temperature 45 celsius, time 45 minute. Product: BrC1=CC(=C(C=C1)C(C)N)Cl (1-(4-bromo-2-chlorophenyl)ethanamine). Reaction SMILES: [Br:1][C:2]1[CH:7]=[CH:6][C:5]([C:8](=O)[CH3:9])=[C:4]([Cl:11])[CH:3]=1.[NH3:12].[BH4-].[Na+].O>CO.CC(C)[O-].[Ti+4].CC(C)[O-].CC(C)[O-].CC(C)[O-]>[Br:1][C:2]1[CH:7]=[CH:6][C:5]([CH:8]([NH2:12])[CH3:9])=[C:4]([Cl:11])[CH:3]=1 |f:2.3,6.7.8.9.10|. Reported procedure: A solution of 1-(4-bromo-2-chlorophenyl)ethanone (2.430 g, 10 mmol), ammonia, 2.0 m solution in methanol (26 ml, 52 mmol) and titanium (iv) isopropoxide (6 ml, 21 mmol) was stirred for 16 h in a sealed vessel. Reaction then added to a freshly made suspension of sodium borohydride powder, 98% (4 g, 104 mmol) in MeOH (20 mL). Exothermic reaction started at 9:45 am, then continued to stir with a 45° C. external heating bath for 45 min. Water (10 mL) then added to reaction and stirred for an additio... The reactants are N[C@@H]1C(N(C1)C(=O)NS(=O)(=O)N)=O ((S)-3-Amino-N-(aminosulfonyl)-2-oxo-1-azetidinecarboxamide), C1(=CC=CC=C1)CC(=O)O (benzeneacetic acid), C1(CCCCC1)N=C=NC1CCCCC1 (dicyclohexylcarbodiimide), OC1=CC=CC=2NN=NC21 (hydroxybenzotriazole). Conditions: temperature 0 celsius, time 6 hour. Product: NS(=O)(=O)NC(=O)N1C([C@H](C1)NC(=O)CC1=CC=CC=C1)=O ((S)-N-(Aminosulfonyl)-3-[[(phenylmethyl)carbonyl]amino]-2-oxo-1-azetidinecarboxamide). Yield: 34.1%. As a reaction SMILES: [NH2:1][C@H:2]1[CH2:5][N:4]([C:6]([NH:8][S:9]([NH2:12])(=[O:11])=[O:10])=[O:7])[C:3]1=[O:13].C1(N=C=NC2CCCCC2)CCCCC1.OC1C2N=NNC=2C=CC=1.[C:39]1([CH2:45][C:46](O)=[O:47])[CH:44]=[CH:43][CH:42]=[CH:41][CH:40]=1>>[NH2:12][S:9]([NH:8][C:6]([N:4]1[CH2:5][C@H:2]([NH:1][C:46]([CH2:45][C:39]2[CH:44]=[CH:43][CH:42]=[CH:41][CH:40]=2)=[O:47])[C:3]1=[O:13])=[O:7])(=[O:10])=[O:11]. Procedure: (S)-3-Amino-N-(aminosulfonyl)-2-oxo-1-azetidinecarboxamide (see example 22, or prepared by hydrogenating 140 mg of (S)-N-(aminosulfonyl)-3-[[(phenylmethoxy)carbonyl]amino]-2-oxo-1-azetidinecarboxamide in dimethylformamide used 50 mg of 5% palladium on charcoal catalyst) was acylated with 100 mg of dicyclohexylcarbodiimide, 20 mg of hydroxybenzotriazole and 55 mg of benzeneacetic acid. The mixture was stirred at 0° C. for 6 hours and dicyclohexylurea was filtered off. Dimethylformamide was distil... The reactants are [Al+3], CC(C)(C)S, [Cl-], [Cl-], [Cl-], CCOC(=O)c1c(SC(C)(C)C)c2cc(OC)ccc2n1Cc1ccc(Cl)cc1, ClCCl, Cl. Product: CCOC(=O)c1c(SC(C)(C)C)c2cc(O)ccc2n1Cc1ccc(Cl)cc1. Reaction SMILES: [Al+3:2].[C:5]([SH:6])([CH3:7])([CH3:8])[CH3:9].[Cl-:1].[Cl-:3].[Cl-:4].[Cl:10][c:11]1[cH:12][cH:13][c:14]([CH2:15][n:16]2[c:17]([C:32](=[O:33])[O:34][CH2:35][CH3:36])[c:18]([S:27][C:28]([CH3:29])([CH3:30])[CH3:31])[c:19]3[cH:20][c:21]([O:25][CH3:26])[cH:22][cH:23][c:24]23)[cH:37][cH:38]1.[Cl:40][CH2:41][Cl:42].[ClH:39]>>[Cl:10][c:11]1[cH:12][cH:13][c:14]([CH2:15][n:16]2[c:17]([C:32](=[O:33])[O:34][CH2:35][CH3:36])[c:18]([S:27][C:28]([CH3:29])([CH3:30])[CH3:31])[c:19]3[cH:20][c:21]([OH:25])[cH:22][cH:23][c:24]23)[cH:37][cH:38]1. Reactants: CC(=O)[O-], CC(=O)O, O=C(CCl)c1cc2c(s1)SCCc1cc(=O)n(-c3ccc(Cl)cc3)nc1-2, [K+], O. Yields the product CC(=O)OCC(=O)c1cc2c(s1)SCCc1cc(=O)n(-c3ccc(Cl)cc3)nc1-2. RXN SMILES: [CH3:28][C:29]([O-:30])=[O:31].[CH3:33][C:34](=[O:35])[OH:36].[Cl:1][CH2:2][C:3](=[O:4])[c:5]1[cH:6][c:7]2[c:8]([s:26]1)[S:9][CH2:10][CH2:11][c:12]1[c:13]-2[n:14][n:15](-[c:19]2[cH:20][cH:21][c:22]([Cl:25])[cH:23][cH:24]2)[c:16](=[O:18])[cH:17]1.[K+:27].[OH2:32]>>[CH2:2]([C:3](=[O:4])[c:5]1[cH:6][c:7]2[c:8]([s:26]1)[S:9][CH2:10][CH2:11][c:12]1[c:13]-2[n:14][n:15](-[c:19]2[cH:20][cH:21][c:22]([Cl:25])[cH:23][cH:24]2)[c:16](=[O:18])[cH:17]1)[O:31][C:29]([CH3:28])=[O:30]. The solvent is CN(C=O)C (N,N-Dimethylformamide). Yields the product N1(CCC1)C[C@@H](CN1N=C(C(=C1)NC(=O)C1=NNC=2C=NC=NC21)C2=C(C=CC(=C2)Cl)OC)O ((S)—N-(1-(3-(azetidin-1-yl)-2-hydroxypropyl)-3-(5-chloro-2-methoxyphenyl)-1H-pyrazol-4-yl)pyrazolo pyrimidine-3-carboxamide). The reactants are N1CCC1 (Azetidine), ClC=1C=CC(=C(C1)C1=C(C=NN1)NC(=O)C=1C=NN2C1N=CC=C2)OC (N-(5-(5-chloro-2-methoxyphenyl)-1H-pyrazol-4-yl)pyrazolo[1,5-a]pyrimidine-3-carboxamide), C([O-])([O-])=O.[Cs+].[Cs+] (cesium carbonate), ClC[C@H]1OC1 ((S)-2-(chloromethyl)oxirane). Reaction SMILES: [Cl:1][C:2]1[CH:3]=[CH:4][C:5]([O:25][CH3:26])=[C:6]([C:8]2[NH:12][N:11]=[CH:10][C:9]=2[NH:13][C:14]([C:16]2C=NN3C=C[CH:22]=[N:21][C:20]=23)=[O:15])[CH:7]=1.C(=O)([O-])[O-].[Cs+].[Cs+].Cl[CH2:34][C@@H:35]1[CH2:37][O:36]1.[NH:38]1[CH2:41][CH2:40][CH2:39]1>CN(C)C=O>[N:38]1([CH2:34][C@H:35]([OH:36])[CH2:37][N:11]2[CH:10]=[C:9]([NH:13][C:14]([C:16]3[C:20]4[N:21]=[CH:22][N:13]=[CH:9][C:10]=4[NH:11][N:12]=3)=[O:15])[C:8]([C:6]3[CH:7]=[C:2]([Cl:1])[CH:3]=[CH:4][C:5]=3[O:25][CH3:26])=[N:12]2)[CH2:41][CH2:40][CH2:39]1 |f:1.2.3|. Yield: 20.2%. Reported procedure: To a suspension of N-(5-(5-chloro-2-methoxyphenyl)-1H-pyrazol-4-yl)pyrazolo[1,5-a]pyrimidine-3-carboxamide (60 mg, 0.16 mmol) and cesium carbonate (212 mg, 0.65 mmol) in N,N-Dimethylformamide (1 mL) was added (S)-2-(chloromethyl)oxirane (26.3 mg, 0.28 mmol). The reaction mixture was stirred for 8 hours at room temperature, at which time LCMS analysis showed complete consumption of starting material. Azetidine (44 uL, 0.65 mmol) was added and the reaction mixture was stirred for an additional 16 ... Conditions: time 8 hour. Starting materials: [C-]#N.[Na+] (sodium cyanide), ClC1=C(C=2C(CC(C(C2C=C1)NC=1C=NC=CC1)(O)C(F)(F)F)(C)C)O (2-chloro-8,8-dimethyl-5-(pyridin-3-ylamino)-6-(trifluoromethyl)-5,6,7,8-tetrahydronaphthalene-1,6-diol), O (water). The reagents and catalysts are [Ni](Br)Br (nickel(II) bromide). Solvent: CN1C(CCC1)=O (1-methyl-2-pyrrolidinone), C(C)(=O)OCC (ethyl acetate). The product is OC1=C(C=CC=2C(C(CC(C12)(C)C)(C(F)(F)F)O)NC=1C=NC=CC1)C#N (1,6-Dihydroxy-8,8-dimethyl-5-(pyridin-3-ylamino)-6-(trifluoromethyl)-5,6,7,8-tetrahydro-naphthalene-2-carbonitrile). The yield is 19.3%. Reaction SMILES: Cl[C:2]1[CH:11]=[CH:10][C:9]2[CH:8]([NH:12][C:13]3[CH:14]=[N:15][CH:16]=[CH:17][CH:18]=3)[C:7]([C:20]([F:23])([F:22])[F:21])([OH:19])[CH2:6][C:5]([CH3:25])([CH3:24])[C:4]=2[C:3]=1[OH:26].[C-:27]#[N:28].[Na+].O>CN1CCCC1=O.C(OCC)(=O)C.[Ni](Br)Br>[OH:26][C:3]1[C:4]2[C:5]([CH3:25])([CH3:24])[CH2:6][C:7]([OH:19])([C:20]([F:23])([F:22])[F:21])[CH:8]([NH:12][C:13]3[CH:14]=[N:15][CH:16]=[CH:17][CH:18]=3)[C:9]=2[CH:10]=[CH:11][C:2]=1[C:27]#[N:28] |f:1.2|. Procedure: 50 mg of the 2-chloro-8,8-dimethyl-5-(pyridin-3-ylamino)-6-(trifluoromethyl)-5,6,7,8-tetrahydronaphthalene-1,6-diol that is described in Example 159 is dissolved in 0.12 ml of 1-methyl-2-pyrrolidinone and mixed with 12.6 mg (0.258 mmol) of sodium cyanide and 28.2 mg (0.129 mmol) of nickel(II) bromide. The reaction mixture is brought to reaction in a microwave (200° C., 20 bar) as described in the literature (J. Org. Chem. 68, 9122 (2003)). After cooling, the reaction mixture is diluted with ethy...